From a dataset of the Open Reaction Database (ORD), a public repository of structured organic reaction records. describe an organic reaction: reactants, conditions, products, and yield The reactants are BrCc1ccccc1, O=C([O-])[O-], [K+], [K+], CN(C)C=O, O, COC(=O)Cc1ccccc1O. Yields the product COC(=O)Cc1ccccc1OCc1ccccc1. Reaction SMILES: [Br:19][CH2:20][c:21]1[cH:22][cH:23][cH:24][cH:25][cH:26]1.[C:13](=[O:14])([O-:15])[O-:16].[K+:17].[K+:18].[O:28]=[CH:29][N:30]([CH3:31])[CH3:32].[OH2:27].[OH:1][c:2]1[c:3]([CH2:8][C:9](=[O:10])[O:11][CH3:12])[cH:4][cH:5][cH:6][cH:7]1>>[O:1]([c:2]1[c:3]([CH2:8][C:9](=[O:10])[O:11][CH3:12])[cH:4][cH:5][cH:6][cH:7]1)[CH2:20][c:21]1[cH:22][cH:23][cH:24][cH:25][cH:26]1. The reactants are CC(=O)CCC1(C=O)CC(C)(C)c2ccc(Br)cc2C1=O, CO, [Li+], [OH-], O, O. The product is CC1(C)CC2=C(CC(=O)CC2)c2cc(Br)ccc21. RXN SMILES: [Br:1][c:2]1[cH:3][cH:4][c:5]2[c:10]([cH:11]1)[C:9](=[O:19])[C:8]([CH:12]=[O:18])([CH2:13][CH2:14][C:15]([CH3:16])=[O:17])[CH2:7][C:6]2([CH3:20])[CH3:21].[CH3:25][OH:26].[Li+:24].[OH-:23].[OH2:22].[OH2:27]>>[Br:1][c:2]1[cH:3][cH:4][c:5]2[c:10]([cH:11]1)[C:9]1=[C:8]([CH2:7][C:6]2([CH3:20])[CH3:21])[CH2:13][CH2:14][C:15](=[O:17])[CH2:16]1. As a reaction SMILES: [F:1][C:2]1[CH:7]=[CH:6][C:5]([CH:8]2[CH2:13][CH2:12][N:11]([C:14]([C:16]3[CH:17]=[N:18][C:19]4[N:20]([N:30]=[CH:31][C:32]=4[C:33](O)=[O:34])[C:21]=3[NH:22][C:23]3[CH:28]=[CH:27][CH:26]=[C:25]([CH3:29])[CH:24]=3)=[O:15])[CH2:10][CH2:9]2)=[CH:4][CH:3]=1.[CH2:36]([S:38]([NH2:41])(=[O:40])=[O:39])[CH3:37]>>[F:1][C:2]1[CH:7]=[CH:6][C:5]([CH:8]2[CH2:13][CH2:12][N:11]([C:14]([C:16]3[CH:17]=[N:18][C:19]4[N:20]([N:30]=[CH:31][C:32]=4[C:33]([NH:41][S:38]([CH2:36][CH3:37])(=[O:40])=[O:39])=[O:34])[C:21]=3[NH:22][C:23]3[CH:28]=[CH:27][CH:26]=[C:25]([CH3:29])[CH:24]=3)=[O:15])[CH2:10][CH2:9]2)=[CH:4][CH:3]=1. Yields the product FC1=CC=C(C=C1)C1CCN(CC1)C(=O)C=1C=NC=2N(C1NC1=CC(=CC=C1)C)N=CC2C(=O)NS(=O)(=O)CC (N-{6-[4-(4-Fluorophenyl)piperidine-1-carbonyl]-7-(3-methylphenylamino)pyrazolo[1,5-a]pyrimidine-3-carbonyl}ethanesulfonamide). Isolated yield 35.4%. The reactants are FC1=CC=C(C=C1)C1CCN(CC1)C(=O)C=1C=NC=2N(C1NC1=CC(=CC=C1)C)N=CC2C(=O)O (6-[4-(4-Fluorophenyl)piperidine-1-carbonyl]-7-(3-methylphenylamino)pyrazolo[1,5-a]pyrimidine-3-carboxylic acid), C(C)S(=O)(=O)N (ethanesulfonamide). Reported procedure: In the same manner as in Example 1, step 6 and using 6-[4-(4-fluorophenyl)piperidine-1-carbonyl]-7-(3-methylphenylamino)pyrazolo[1,5-a]pyrimidine-3-carboxylic acid (0.05 g, 0.11 mmol) obtained in step 2 and ethanesulfonamide (0.070 g, 0.64 mmol), the title compound (0.022 g, 37%) was obtained. Reactants: OCC(C1NCCC2=CC(=C(C=C12)OC)OC)CO (1-[bis(hydroxymethyl)-methyl]-6,7-dimethoxy-1,2,3,4-tetrahydroisoquinoline), C(C)=O (acetaldehyde). Run in C(C)O (ethanol). Yields the product OCC1COCN2C1C1=CC(=C(C=C1CC2)OC)OC (1-(hydroxymethyl)-9,10-dimethoxy-1,6,7,11b-tetrahydro-2H,4H-[1,3]oxazino[4,3-a]-isoquinoline). Reaction SMILES: [OH:1][CH2:2][CH:3]([CH2:18][OH:19])[CH:4]1[C:13]2[C:8](=[CH:9][C:10]([O:16][CH3:17])=[C:11]([O:14][CH3:15])[CH:12]=2)[CH2:7][CH2:6][NH:5]1.[CH:20](=O)C>C(O)C>[OH:1][CH2:2][CH:3]1[CH:4]2[C:13]3[C:8]([CH2:7][CH2:6][N:5]2[CH2:20][O:19][CH2:18]1)=[CH:9][C:10]([O:16][CH3:17])=[C:11]([O:14][CH3:15])[CH:12]=3. Procedure details: 0.01 mole (2.67 g) of 1-[bis(hydroxymethyl)-methyl]-6,7-dimethoxy-1,2,3,4-tetrahydroisoquinoline is dissolved in 30 ml of ethanol, and the solution is stirred with 0.015 mole of acetaldehyde for one hour. The reaction mixture is evaporated to dryness to yield the aimed compound in a crystalline form. Starting materials: NC1=C(C=CC=C1)O (2-aminophenol), C(C)OC(C(=O)OCC)(OCC)OCC (ethyl triethoxyacetate). Run at temperature 110 celsius, time 8 hour. The product is C(C)OC(=O)C=1OC2=C(N1)C=CC=C2 (benzoxazole-2-carboxylic acid ethyl ester). Yield: 67.5%. Reaction SMILES: [NH2:1][C:2]1[CH:7]=[CH:6][CH:5]=[CH:4][C:3]=1[OH:8].[CH2:9]([O:11][C:12](OCC)([O:18]CC)[C:13](OCC)=O)[CH3:10]>>[CH2:9]([O:11][C:12]([C:13]1[O:8][C:3]2[CH:4]=[CH:5][CH:6]=[CH:7][C:2]=2[N:1]=1)=[O:18])[CH3:10]. Reported procedure: To 2-aminophenol (437 mg, 4 mmol) was added ethyl triethoxyacetate (3.5 g, 4 eq). The mixture was stirred at 110° C. overnight. The reaction mixture was cooled and triturated with hexane. Filtration gave 516 mg of benzoxazole-2-carboxylic acid ethyl ester as a white solid.